This data is from the Open Reaction Database (ORD), a public repository of structured organic reaction records. The task is: describe an organic reaction: reactants, conditions, products, and yield Yields the product C[Si](C=1SC(=CN1)C1(CCC2(OCCO2)CC1)O)(C)C (8-(2-Trimethylsilanyl-thiazol-5-yl)-1,4-dioxa-spiro[4.5]decan-8-ol). Reported procedure: The title compound was prepared as white solid from 2-trimethylsilanyl-thiazole and 1,4-dioxa-spiro[4.5]decan-8-one using the similar procedure described in Step A of Example 24. Reaction SMILES: [CH3:1][Si:2]([CH3:9])([CH3:8])[C:3]1[S:4][CH:5]=[CH:6][N:7]=1.[O:10]1[C:14]2([CH2:19][CH2:18][C:17](=[O:20])[CH2:16][CH2:15]2)[O:13][CH2:12][CH2:11]1>>[CH3:1][Si:2]([CH3:9])([CH3:8])[C:3]1[S:4][C:5]([C:17]2([OH:20])[CH2:18][CH2:19][C:14]3([O:13][CH2:12][CH2:11][O:10]3)[CH2:15][CH2:16]2)=[CH:6][N:7]=1. Starting materials: C[Si](C=1SC=CN1)(C)C (2-trimethylsilanyl-thiazole), O1CCOC12CCC(CC2)=O (1,4-dioxa-spiro[4.5]decan-8-one).